Dataset: the Open Reaction Database (ORD), a public repository of structured organic reaction records. Task: describe an organic reaction: reactants, conditions, products, and yield The reactants are N=C=N (carbodiimide), N1(C=CC=C1)CC(=O)O ((1-pyrryl) acetic acid), C1(CCCCC1)N=C=NC1CCCCC1 (N, N'-dicyclohexylcarbodiimide), C([O-])(O)=O.[Na+] (sodium bicarbonate), CC1=NN=C(S1)SCC1=C(N2C(C(C2SC1)N)=O)C(=O)O (3-[[(5 methyl - 1, 3, 4-thiadiazol-2-yl) thio]methyl]-7-amino-8-oxo-5-thia-1-azabicyclo[4.2.0]oct-2-ene-2-carboxylic acid), (1-Pyrryl)acetic. The solvent is O1CCOCC1 (dioxane), O (water). Run at time 8 hour. Product: N1(C=CC=C1)CC(=O)NC1C2SCC(=C(N2C1=O)C(=O)O)CSC=1SC(=NN1)C (7-[[(1-Pyrryl)acetyl]amino]-3-[[(5-methyl-1,3,4-thia-diazol-2-yl)thio]methyl]-8-oxo-5-thia-1-azabicyclo[4.2.0]oct-2-ene-2-carboxylic acid). RXN SMILES: C(=O)(O)[O-].[Na+].[CH3:6][C:7]1[S:11][C:10]([S:12][CH2:13][C:14]2[CH2:21][S:20][CH:19]3[N:16]([C:17](=[O:23])[CH:18]3[NH2:22])[C:15]=2[C:24]([OH:26])=[O:25])=[N:9][N:8]=1.C1(N=C=NC2CCCCC2)CCCCC1.[N:42]1([CH2:47][C:48](O)=[O:49])[CH:46]=[CH:45][CH:44]=[CH:43]1.N=C=N>O1CCOCC1.O>[N:42]1([CH2:47][C:48]([NH:22][CH:18]2[C:17](=[O:23])[N:16]3[CH:19]2[S:20][CH2:21][C:14]([CH2:13][S:12][C:10]2[S:11][C:7]([CH3:6])=[N:8][N:9]=2)=[C:15]3[C:24]([OH:26])=[O:25])=[O:49])[CH:46]=[CH:45][CH:44]=[CH:43]1 |f:0.1|. Procedure: (1-Pyrryl)acetic is added to water, the pH of which is adjusted to about 6.5 by the addition of sodium bicarbonate. This solution is cooled in an ice bath and to it is added one equivalent of 3-[[(5 methyl - 1, 3, 4-thiadiazol-2-yl) thio]methyl]-7-amino-8-oxo-5-thia-1-azabicyclo[4.2.0]oct-2-ene-2-carboxylic acid (7-ATDCA) followed by N, N'-dicyclohexylcarbodiimide in cold dioxane. The mole ratio of (1-pyrryl) acetic acid/7-ATDCA/carbodiimide is 3/1/1. After standing overnight at ice bath tempera...